Dataset: the Open Reaction Database (ORD), a public repository of structured organic reaction records. Task: describe an organic reaction: reactants, conditions, products, and yield Reactants: CCCOC1CCNCC1, CC#N, CC(CI)CN1C(=O)CSc2ccccc21. Yields the product CCCOC1CCN(CC(C)CN2C(=O)CSc3ccccc32)CC1. Reaction SMILES: [CH2:17]([CH2:18][CH3:19])[O:20][CH:21]1[CH2:22][CH2:23][NH:24][CH2:25][CH2:26]1.[CH3:27][C:28]#[N:29].[I:1][CH2:2][CH:3]([CH2:4][N:5]1[C:6](=[O:15])[CH2:7][S:8][c:9]2[c:10]1[cH:11][cH:12][cH:13][cH:14]2)[CH3:16]>>[CH2:2]([CH:3]([CH2:4][N:5]1[C:6](=[O:15])[CH2:7][S:8][c:9]2[c:10]1[cH:11][cH:12][cH:13][cH:14]2)[CH3:16])[N:24]1[CH2:23][CH2:22][CH:21]([O:20][CH2:17][CH2:18][CH3:19])[CH2:26][CH2:25]1. Reactants: C1CCOC1, Cn1nccc1CCO, ClCCl, Oc1ccc(C2CCN(c3ccc4nnc(C(F)(F)F)n4n3)CC2)cc1, CC(C)OC(=O)N=NC(=O)OC(C)C, c1ccc(P(c2ccccc2)c2ccccc2)cc1. Product: Cn1nccc1CCOc1ccc(C2CCN(c3ccc4nnc(C(F)(F)F)n4n3)CC2)cc1. As a reaction SMILES: [CH2:69]1[O:70][CH2:71][CH2:72][CH2:73]1.[CH3:41][n:42]1[n:43][cH:44][cH:45][c:46]1[CH2:47][CH2:48][OH:49].[Cl:74][CH2:75][Cl:76].[F:15][C:16]([c:17]1[n:18][n:19][c:20]2[n:21]1[n:22][c:23]([N:26]1[CH2:27][CH2:28][CH:29]([c:32]3[cH:33][cH:34][c:35]([OH:38])[cH:36][cH:37]3)[CH2:30][CH2:31]1)[cH:24][cH:25]2)([F:39])[F:40].[O:1]=[C:2]([O:3][CH:4]([CH3:5])[CH3:6])[N:7]=[N:8][C:9]([O:10][CH:11]([CH3:12])[CH3:13])=[O:14].[c:50]1([P:51]([c:52]2[cH:53][cH:54][cH:55][cH:56][cH:57]2)[c:58]2[cH:59][cH:60][cH:61][cH:62][cH:63]2)[cH:64][cH:65][cH:66][cH:67][cH:68]1>>[F:15][C:16]([c:17]1[n:18][n:19][c:20]2[n:21]1[n:22][c:23]([N:26]1[CH2:27][CH2:28][CH:29]([c:32]3[cH:33][cH:34][c:35]([O:38][CH2:48][CH2:47][c:46]4[n:42]([CH3:41])[n:43][cH:44][cH:45]4)[cH:36][cH:37]3)[CH2:30][CH2:31]1)[cH:24][cH:25]2)([F:39])[F:40]. Starting materials: NC1=CC=C(C(=O)OC)C=C1 (Methyl 4-aminobenzoate), II (iodine). Reagents/catalysts: S(=O)(=O)([O-])[O-].[Ag+2] (silver sulfate). Run in C(C)O (ethanol). Run at time 18 hour. Product: NC1=C(C=C(C(=O)OC)C=C1)I (Methyl 4-amino-3-iodobenzoate). Reaction SMILES: [NH2:1][C:2]1[CH:11]=[CH:10][C:5]([C:6]([O:8][CH3:9])=[O:7])=[CH:4][CH:3]=1.[I:12]I>C(O)C.S([O-])([O-])(=O)=O.[Ag+2]>[NH2:1][C:2]1[CH:3]=[CH:4][C:5]([C:6]([O:8][CH3:9])=[O:7])=[CH:10][C:11]=1[I:12] |f:3.4|. Reported procedure: Methyl 4-aminobenzoate (30.23 g, 200 mmol) was added to a mixture of iodine (60.91 g, 240 mmol) and silver sulfate (81.07 g, 260 mmol) in 1 L of ethanol at room temperature. The mixture was stirred at room temperature for 18 hours, filtered over Celite and the filtrate was evaporated to dryness under reduced pressure. The residue was chromatographed on silica gel (230–400 mesh) and eluted with 1% ethyl acetate in hexane to give 35 g (63%).